Dataset: the Open Reaction Database (ORD), a public repository of structured organic reaction records. Task: describe an organic reaction: reactants, conditions, products, and yield Starting materials: Cc1c(C=O)ncn1C(c1ccccc1)(c1ccccc1)c1ccccc1, CC(=O)c1cn(C)c2ccccc12, CCO, [K+], [OH-], O. Yields the product Cc1c(C=CC(=O)c2cn(C)c3ccccc23)ncn1C(c1ccccc1)(c1ccccc1)c1ccccc1. RXN SMILES: [CH3:1][c:2]1[c:3]([CH:26]=[O:27])[n:4][cH:5][n:6]1[C:7]([c:8]1[cH:9][cH:10][cH:11][cH:12][cH:13]1)([c:14]1[cH:15][cH:16][cH:17][cH:18][cH:19]1)[c:20]1[cH:21][cH:22][cH:23][cH:24][cH:25]1.[CH3:28][n:29]1[cH:30][c:31]([C:38]([CH3:39])=[O:40])[c:32]2[cH:33][cH:34][cH:35][cH:36][c:37]12.[CH3:43][CH2:44][OH:45].[K+:42].[OH-:41].[OH2:46]>>[CH3:1][c:2]1[c:3]([CH:26]=[CH:39][C:38]([c:31]2[cH:30][n:29]([CH3:28])[c:37]3[c:32]2[cH:33][cH:34][cH:35][cH:36]3)=[O:40])[n:4][cH:5][n:6]1[C:7]([c:8]1[cH:9][cH:10][cH:11][cH:12][cH:13]1)([c:14]1[cH:15][cH:16][cH:17][cH:18][cH:19]1)[c:20]1[cH:21][cH:22][cH:23][cH:24][cH:25]1. Procedure: A mixture of 6-chloro-5-phenyl-3-propyl-pyrimidine-2,4(1H,3H)-dione (0.5 g), 4-bromomethyl-2'-(N-trityltetrazol-5yl)biphenyl (1.11 g) and potassium carbonate (0.32 g) in DMF (20 ml) was stirred at room temperature for 22 hours. The reaction mixture was concentrated to dryness in vacuo and then the residue was dissolved in methylene chloride. The insoluble material was removed from the reaction mixture by filtration and the filtrate was concentrated to dryness. The resulting residue was purified ... Run at time 22 hour. The reactants are ClC1=C(C(N(C(N1)=O)CCC)=O)C1=CC=CC=C1 (6-chloro-5-phenyl-3-propyl-pyrimidine-2,4(1H,3H)-dione), BrCC1=CC=C(C=C1)C1=C(C=CC=C1)C1=NN=NN1C(C1=CC=CC=C1)(C1=CC=CC=C1)C1=CC=CC=C1 (4-bromomethyl-2'-(N-trityltetrazol-5yl)biphenyl), C([O-])([O-])=O.[K+].[K+] (potassium carbonate). Yield: 47.9%. RXN SMILES: [Cl:1][C:2]1[NH:7][C:6](=[O:8])[N:5]([CH2:9][CH2:10][CH3:11])[C:4](=[O:12])[C:3]=1[C:13]1[CH:18]=[CH:17][CH:16]=[CH:15][CH:14]=1.Br[CH2:20][C:21]1[CH:26]=[CH:25][C:24]([C:27]2[CH:32]=[CH:31][CH:30]=[CH:29][C:28]=2[C:33]2[N:37]([C:38]([C:51]3[CH:56]=[CH:55][CH:54]=[CH:53][CH:52]=3)([C:45]3[CH:50]=[CH:49][CH:48]=[CH:47][CH:46]=3)[C:39]3[CH:44]=[CH:43][CH:42]=[CH:41][CH:40]=3)[N:36]=[N:35][N:34]=2)=[CH:23][CH:22]=1.C(=O)([O-])[O-].[K+].[K+]>CN(C=O)C>[Cl:1][C:2]1[N:7]([CH2:20][C:21]2[CH:22]=[CH:23][C:24]([C:27]3[CH:32]=[CH:31][CH:30]=[CH:29][C:28]=3[C:33]3[N:37]([C:38]([C:51]4[CH:56]=[CH:55][CH:54]=[CH:53][CH:52]=4)([C:45]4[CH:46]=[CH:47][CH:48]=[CH:49][CH:50]=4)[C:39]4[CH:44]=[CH:43][CH:42]=[CH:41][CH:40]=4)[N:36]=[N:35][N:34]=3)=[CH:25][CH:26]=2)[C:6](=[O:8])[N:5]([CH2:9][CH2:10][CH3:11])[C:4](=[O:12])[C:3]=1[C:13]1[CH:14]=[CH:15][CH:16]=[CH:17][CH:18]=1 |f:2.3.4|. The product is ClC1=C(C(N(C(N1CC1=CC=C(C=C1)C1=C(C=CC=C1)C1=NN=NN1C(C1=CC=CC=C1)(C1=CC=CC=C1)C1=CC=CC=C1)=O)CCC)=O)C1=CC=CC=C1 (6-Chloro-5-phenyl-3-propyl-1-[[2'-(N-trityltetrazol-5-yl)biphenyl-4-yl]methyl]-pyrimidine-2,4(1H,3H)-dione). The solvent is CN(C)C=O (DMF). The reactants are FC1=CC=C(C=C1)C1=CC=C(C=C1)C#CC1CCC(CC1)=COC (4'-fluoro-4-[[4-(methoxymethylidene)cyclohexyl]ethynyl]biphenyl), C(=O)O (formic acid). The solvent is C1(=CC=CC=C1)C (toluene). Reaction conditions: time 8 hour. Yields the product FC1=CC=C(C=C1)C1=CC=C(C=C1)C#C[C@@H]1CC[C@H](CC1)C=O (trans-4-[(4'-fluoro-4-biphenylyl)ethynyl]cyclohexanecarboxaldehyde). Isolated yield 88.1%. RXN SMILES: [F:1][C:2]1[CH:7]=[CH:6][C:5]([C:8]2[CH:13]=[CH:12][C:11]([C:14]#[C:15][CH:16]3[CH2:21][CH2:20][C:19](=[CH:22][O:23]C)[CH2:18][CH2:17]3)=[CH:10][CH:9]=2)=[CH:4][CH:3]=1.C(O)=O>C1(C)C=CC=CC=1>[F:1][C:2]1[CH:3]=[CH:4][C:5]([C:8]2[CH:13]=[CH:12][C:11]([C:14]#[C:15][C@H:16]3[CH2:21][CH2:20][C@H:19]([CH:22]=[O:23])[CH2:18][CH2:17]3)=[CH:10][CH:9]=2)=[CH:6][CH:7]=1. Procedure details: A solution of 0.95 g of 4'-fluoro-4-[[4-(methoxymethylidene)cyclohexyl]ethynyl]biphenyl in 40 ml of toluene was treated with 4 ml of formic acid and stirred at room temperature overnight. The formic acid phase was separated and the toluene phase was washed neutral with water, dried over sodium sulphate, filtered and concentrated. For the ring isomerization, the resulting crude 4-[(4'-fluoro-4-biphenylyl)ethynyl]cyclohexanecarboxaldehyde was dissolved in 35 ml of ethanol, treated with 8.2 ml of 0...